From a dataset of the Open Reaction Database (ORD), a public repository of structured organic reaction records. describe an organic reaction: reactants, conditions, products, and yield The reactants are CC(C)(C)[Si](C)(C)OCc1cccnc1Cl, CC(C)(C)[O-], CNc1cccnc1, Cc1ccccc1, O=C(C=Cc1ccccc1)C=Cc1ccccc1, O=C(C=Cc1ccccc1)C=Cc1ccccc1, O=C(C=Cc1ccccc1)C=Cc1ccccc1, [Na+], [Pd], [Pd]. Product: CN(c1cccnc1)c1ncccc1CO[Si](C)(C)C(C)(C)C. RXN SMILES: [C:1]([CH3:2])([CH3:3])([CH3:4])[Si:5]([O:6][CH2:7][c:8]1[c:9]([Cl:14])[n:10][cH:11][cH:12][cH:13]1)([CH3:15])[CH3:16].[CH3:17][C:18]([CH3:19])([O-:20])[CH3:21].[CH3:23][NH:24][c:25]1[cH:26][n:27][cH:28][cH:29][cH:30]1.[CH3:87][c:88]1[cH:89][cH:90][cH:91][cH:92][cH:93]1.[CH:33](=[CH:34][C:35]([CH:36]=[CH:37][c:38]1[cH:39][cH:40][cH:41][cH:42][cH:43]1)=[O:44])[c:45]1[cH:46][cH:47][cH:48][cH:49][cH:50]1.[CH:51](=[CH:52][C:53]([CH:54]=[CH:55][c:56]1[cH:57][cH:58][cH:59][cH:60][cH:61]1)=[O:62])[c:63]1[cH:64][cH:65][cH:66][cH:67][cH:68]1.[CH:69](=[CH:70][C:71]([CH:72]=[CH:73][c:74]1[cH:75][cH:76][cH:77][cH:78][cH:79]1)=[O:80])[c:81]1[cH:82][cH:83][cH:84][cH:85][cH:86]1.[Na+:22].[Pd:31].[Pd:32]>>[C:1]([CH3:2])([CH3:3])([CH3:4])[Si:5]([O:6][CH2:7][c:8]1[c:9]([N:24]([CH3:23])[c:25]2[cH:26][n:27][cH:28][cH:29][cH:30]2)[n:10][cH:11][cH:12][cH:13]1)([CH3:15])[CH3:16].